This data is from the Open Reaction Database (ORD), a public repository of structured organic reaction records. The task is: describe an organic reaction: reactants, conditions, products, and yield The reactants are C(C(=C)C)(=O)Cl (methacrylic chloride), C(#N)C1=CC=C(C=C1)NC(NC1=C(C=C(C=C1)N)O)=O (2-(4-cyanophenylureido)-5-aminophenol), N1=CC=CC=C1 (pyridine), [N+](=O)([O-])C1=CC=CC=C1 (nitrobenzene). Solvent: C(C)#N (acetonitrile), O (water). Product: C(#N)C1=CC=C(C=C1)NC(NC1=C(C=C(C=C1)NC(C(=C)C)=O)O)=O (2-(4-cyanophenylureido)-5-methacrylamido-phenol). Yield: 28.2%. RXN SMILES: [C:1]([C:3]1[CH:8]=[CH:7][C:6]([NH:9][C:10](=[O:20])[NH:11][C:12]2[CH:17]=[CH:16][C:15]([NH2:18])=[CH:14][C:13]=2[OH:19])=[CH:5][CH:4]=1)#[N:2].N1C=CC=CC=1.[N+](C1C=CC=CC=1)([O-])=O.[C:36](Cl)(=[O:40])[C:37]([CH3:39])=[CH2:38]>O.C(#N)C>[C:1]([C:3]1[CH:4]=[CH:5][C:6]([NH:9][C:10](=[O:20])[NH:11][C:12]2[CH:17]=[CH:16][C:15]([NH:18][C:36](=[O:40])[C:37]([CH3:39])=[CH2:38])=[CH:14][C:13]=2[OH:19])=[CH:7][CH:8]=1)#[N:2]. Procedure: 10.8 g (0.04 mol) of 2-(4-cyanophenylureido)-5-aminophenol was added to 100 ml of acetonitrile and to which were added 17.6 ml (0.2 mol) of pyridine and 0.3 ml of nitrobenzene while cooling with stirring. To the solution was added dropwise 5.0 g (0.048 mol) of methacrylic chloride and the mixture was stirred for about 1.5 hours. 200 ml of water was added to the reaction mixture and the crystals thus deposited were collected by filtration and recrystallized from acetone to obtain 3.8 g (28.3%) of... Starting materials: COC1=C(C(=CC=C1)OC)C1CCCC(N1)=O (6-(2,6-dimethoxyphenyl)piperidin-2-one), ClCC1=CC2=CC=C(C=C2C=C1)OC (2-(chloromethyl)-6-methoxynaphthalene). Product: COC1=C(C(=CC=C1)OC)C1CCCC(N1CC1=CC2=CC=C(C=C2C=C1)OC)=O (6-(2,6-dimethoxyphenyl)-1-((6-methoxynaphthalen-2-yl)methyl)piperidin-2-one). Reaction SMILES: [CH3:1][O:2][C:3]1[CH:8]=[CH:7][CH:6]=[C:5]([O:9][CH3:10])[C:4]=1[CH:11]1[NH:16][C:15](=[O:17])[CH2:14][CH2:13][CH2:12]1.Cl[CH2:19][C:20]1[CH:29]=[CH:28][C:27]2[C:22](=[CH:23][CH:24]=[C:25]([O:30][CH3:31])[CH:26]=2)[CH:21]=1>>[CH3:1][O:2][C:3]1[CH:8]=[CH:7][CH:6]=[C:5]([O:9][CH3:10])[C:4]=1[CH:11]1[N:16]([CH2:19][C:20]2[CH:29]=[CH:28][C:27]3[C:22](=[CH:23][CH:24]=[C:25]([O:30][CH3:31])[CH:26]=3)[CH:21]=2)[C:15](=[O:17])[CH2:14][CH2:13][CH2:12]1. Procedure details: Prepared according to the described general procedure 4 (GP4) by reaction of 6-(2,6-dimethoxyphenyl)piperidin-2-one with 2-(chloromethyl)-6-methoxynaphthalene. Subsequent purification by preparative HPLC afforded the target compound. LC-MS (conditions E): tR=0.80 min.; [M+H]+: 406.18 g/mol. The reactants are Cl (HCl), C1(CCC1)C1=CC(=C(C(=O)OC)C=C1C1=NN=C(N1)C)C (methyl 4-cyclobutyl-2-methyl-5-(5-methyl-4H-1,2,4-triazol-3-yl)benzoate), C1(CCC1)C1=CC(=C(C(=O)OC)C=C1C1=NN=C(N1)C)C (methyl 4-cyclobutyl-2-methyl-5-(5-methyl-4H-1,2,4-triazol-3-yl)benzoate), [OH-].[Na+] (NaOH). The solvent is CO (methanol). Conditions: temperature 50 celsius. The product is C1(CCC1)C1=CC(=C(C(=O)O)C=C1C1=NN=C(N1)C)C (4-cyclobutyl-2-methyl-5-(5-methyl-4H-1,2,4-triazol-3-yl)benzoic acid). Isolated yield 113.8%. Reaction SMILES: [CH:1]1([C:5]2[C:14]([C:15]3[NH:19][C:18]([CH3:20])=[N:17][N:16]=3)=[CH:13][C:8]([C:9]([O:11]C)=[O:10])=[C:7]([CH3:21])[CH:6]=2)[CH2:4][CH2:3][CH2:2]1.[OH-].[Na+].Cl>CO>[CH:1]1([C:5]2[C:14]([C:15]3[NH:19][C:18]([CH3:20])=[N:17][N:16]=3)=[CH:13][C:8]([C:9]([OH:11])=[O:10])=[C:7]([CH3:21])[CH:6]=2)[CH2:2][CH2:3][CH2:4]1 |f:1.2|. Reported procedure: To a solution of methyl 4-cyclobutyl-2-methyl-5-(5-methyl-4H-1,2,4-triazol-3-yl)benzoate (compound 152.7, 240 mg, 0.842 mmol) in methanol (5 mL) was added aqueous NaOH (6 mL, 1M). The resulting mixture was heated to 50° C. for 6 hours. After cooling to ambient temperature, the reaction mixture was acidified with 1N HCl to pH 2 and extracted with ethyl acetate (3×50 mL). The combined organic layers were washed with brine (50 mL), dried over Na2SO4, and concentrated in vacuo to afford 4-cyclobutyl... Starting materials: N1CCC(CC1)NC(OCC1CC1)=O (cyclopropylmethyl 4-piperidylcarbamate), ClCCOC1=C2CCC(NC2=C(C=C1)OC)=O (5-(2-chloroethoxy)-3,4-dihydro-8-methoxycarbostyril). Yields the product Cl.COC=1C=CC(=C2CCC(NC12)=O)OCCN1CCC(CC1)NC(=O)OCC1CC1 (8-methoxy-3,4-dihydro-5-[2-(4-((cyclopropylmethoxy)carbonylamino)-1-piperidyl)ethoxy]carbostyril hydrochloride). RXN SMILES: [NH:1]1[CH2:6][CH2:5][CH:4]([NH:7][C:8](=[O:14])[O:9][CH2:10][CH:11]2[CH2:13][CH2:12]2)[CH2:3][CH2:2]1.[Cl:15][CH2:16][CH2:17][O:18][C:19]1[CH:28]=[CH:27][C:26]([O:29][CH3:30])=[C:25]2[C:20]=1[CH2:21][CH2:22][C:23](=[O:31])[NH:24]2>>[ClH:15].[CH3:30][O:29][C:26]1[CH:27]=[CH:28][C:19]([O:18][CH2:17][CH2:16][N:1]2[CH2:2][CH2:3][CH:4]([NH:7][C:8]([O:9][CH2:10][CH:11]3[CH2:12][CH2:13]3)=[O:14])[CH2:5][CH2:6]2)=[C:20]2[C:25]=1[NH:24][C:23](=[O:31])[CH2:22][CH2:21]2 |f:2.3|. Reported procedure: Proceeding as in part A above, but replacing isobutyl 4-piperidylcarbamate with cyclopropylmethyl 4-piperidylcarbamate, and replacing 5-(3-chloropropoxy)-3,4-dihydrocarbostyril with 5-(2-chloroethoxy)-3,4-dihydro-8-methoxycarbostyril there was obtained 8-methoxy-3,4-dihydro-5-[2-(4-((cyclopropylmethoxy)carbonylamino)-1-piperidyl)ethoxy]carbostyril hydrochloride, m.p. 218°-220° C. The reactants are BrC1=C(NC(=C1S(=O)(=O)C1=CC=C(C=C1)Cl)C1=CC=C(C=C1)Cl)C(F)(F)F (3-bromo-5-(p-chlorophenyl)-4-[(p-chlorophenyl)sulfonyl]-2-(trifluoromethyl)pyrrole), CC(C)([O-])C.[K+] (potassium tert-butoxide), C(C)OCCl (chloromethyl ethyl ether). Run in O1CCCC1 (tetrahydrofuran), O1CCCC1 (tetrahydrofuran), C(C)(=O)OCC (ethyl acetate). Conditions: time 8 hour. Product: BrC1=C(N(C(=C1S(=O)(=O)C1=CC=C(C=C1)Cl)C1=CC=C(C=C1)Cl)COCC)C(F)(F)F (3-Bromo-5-(p-chlorophenyl)-4-[(p-chlorophenyl)sulfonyl]-1-(ethoxymethyl)-2-(trifluoromethyl)pyrrole). Isolated yield 95.6%. As a reaction SMILES: [Br:1][C:2]1[C:6]([S:7]([C:10]2[CH:15]=[CH:14][C:13]([Cl:16])=[CH:12][CH:11]=2)(=[O:9])=[O:8])=[C:5]([C:17]2[CH:22]=[CH:21][C:20]([Cl:23])=[CH:19][CH:18]=2)[NH:4][C:3]=1[C:24]([F:27])([F:26])[F:25].CC(C)([O-])C.[K+].[CH2:34]([O:36][CH2:37]Cl)[CH3:35]>O1CCCC1.C(OCC)(=O)C>[Br:1][C:2]1[C:6]([S:7]([C:10]2[CH:15]=[CH:14][C:13]([Cl:16])=[CH:12][CH:11]=2)(=[O:8])=[O:9])=[C:5]([C:17]2[CH:22]=[CH:21][C:20]([Cl:23])=[CH:19][CH:18]=2)[N:4]([CH2:37][O:36][CH2:34][CH3:35])[C:3]=1[C:24]([F:25])([F:26])[F:27] |f:1.2|. Procedure: A solution of 3-bromo-5-(p-chlorophenyl)-4-[(p-chlorophenyl)sulfonyl]-2-(trifluoromethyl)pyrrole (0.92 g, 1.84 mmol) and potassium tert-butoxide (0.26 g, 2.21 mmol) in tetrahydrofuran is stirred at room temperature for 5 minutes, treated with a solution of chloromethyl ethyl ether (0.21 g, 2.21 mmol) in tetrahydrofuran, stirred at room temperature overnight, diluted with ethyl acetate, washed sequentially with water and brine, dried over anhydrous magnesium sulfate and concentrated in vacuo to g... Reactants: Cl, O=N[O-], [Na+], Cl[Sn](Cl)(Cl)Cl, Nc1ccc(OCc2ccc3ccccc3n2)cc1. The product is NNc1ccc(OCc2ccc3ccccc3n2)cc1. Reaction SMILES: [ClH:29].[N:20]([O-:21])=[O:22].[Na+:23].[Sn:24]([Cl:25])([Cl:26])([Cl:27])[Cl:28].[n:1]1[c:2]([CH2:11][O:12][c:13]2[cH:14][cH:15][c:16]([NH2:19])[cH:17][cH:18]2)[cH:3][cH:4][c:5]2[cH:6][cH:7][cH:8][cH:9][c:10]12>>[n:1]1[c:2]([CH2:11][O:12][c:13]2[cH:14][cH:15][c:16]([NH:19][NH2:20])[cH:17][cH:18]2)[cH:3][cH:4][c:5]2[cH:6][cH:7][cH:8][cH:9][c:10]12.